Dataset: the Open Reaction Database (ORD), a public repository of structured organic reaction records. Task: describe an organic reaction: reactants, conditions, products, and yield Product: ClC=1C(=C2C(=NC1)NC(=N2)C2=CC(=CC=C2)C#N)N[C@H]2[C@H]([C@@H]1C=C[C@H]2C1)C(=O)N ((1S,2S,3R,4R)-3-[6-Chloro-2-(3-cyano-phenyl)-3H-imidazo[4,5-b]pyridin-7-ylamino]-bicyclo[2.2.1]hept-5-ene-2-carboxylic acid amide). The yield is 70.3%. Starting materials: NC1=NC=C(C(=C1N)N[C@H]1[C@H]([C@@H]2C=C[C@H]1C2)C(=O)N)Cl ((1S,2S,3R,4R)-3-(2,3-Diamino-5-chloro-pyridin-4-ylamino)-bicyclo[2.2.1]hept-5-ene-2-carboxylic acid amide), C(#N)C=1C=C(C=O)C=CC1 (3-cyanobenzaldehyde), C(C)(=O)[O-].[NH4+] (Ammonium acetate). Reaction SMILES: [NH2:1][C:2]1[C:7]([NH2:8])=[C:6]([NH:9][C@@H:10]2[C@@H:15]3[CH2:16][C@@H:12]([CH:13]=[CH:14]3)[C@@H:11]2[C:17]([NH2:19])=[O:18])[C:5]([Cl:20])=[CH:4][N:3]=1.[C:21]([C:23]1[CH:24]=[C:25]([CH:28]=[CH:29][CH:30]=1)[CH:26]=O)#[N:22].C([O-])(=O)C.[NH4+]>>[Cl:20][C:5]1[C:6]([NH:9][C@@H:10]2[C@@H:15]3[CH2:16][C@@H:12]([CH:13]=[CH:14]3)[C@@H:11]2[C:17]([NH2:19])=[O:18])=[C:7]2[N:8]=[C:26]([C:25]3[CH:28]=[CH:29][CH:30]=[C:23]([C:21]#[N:22])[CH:24]=3)[NH:1][C:2]2=[N:3][CH:4]=1 |f:2.3|. Procedure: In a similar fashion to Compound CXXV, (1S,2S,3R,4R)-3-(2,3-Diamino-5-chloro-pyridin-4-ylamino)-bicyclo[2.2.1]hept-5-ene-2-carboxylic acid amide (75.00 mg, 0.2553 mmol), 3-cyanobenzaldehyde (36.8 mg, 0.281 mmol), and Ammonium acetate (39.4 mg, 0.511 mmol) were reacted to produce 72.70 mg (63%) of the title compound. (300 MHz, DMSO-d6) 13.44 (s, 1H), 8.49 (s, 1H), 8.43 (d, J=8 Hz, 1H), 7.99 (s, 1H), 7.95 (d, J=8 Hz, 1H), 7.77 (m, 2H), 7.35 (d, J=9 Hz, 1H) 7.25 (s, 1H), 6.41 (m, 2H), 5.14 (t, J=17... Reactants: ClC1=C(C(=O)O)C=CC=C1 (2-chlorobenzoic acid), FC(C(CNC1=C2C=NN(C2=CC(=C1)C)C1=CC=C(C=C1)F)(O)CNCCC)(F)F (1,1,1-trifluoro-3-{[1-(4-fluorophenyl)-6-methyl-1H-indazol-4-yl]amino}-2-[(propylamino)methyl]-2-propanol). Yields the product ClC1=C(C(=O)N(CC(C(F)(F)F)(O)CNC2=C3C=NN(C3=CC(=C2)C)C2=CC=C(C=C2)F)CCC)C=CC=C1 (2-Chloro-N-propyl-N-[3,3,3-trifluoro-2-({[1-(4-fluorophenyl)-6-methyl-1H-indazol-4-yl]amino}methyl)-2-hydroxypropyl]benzamide). As a reaction SMILES: [Cl:1][C:2]1[CH:10]=[CH:9][CH:8]=[CH:7][C:3]=1[C:4]([OH:6])=O.[F:11][C:12]([F:40])([F:39])[C:13]([CH2:34][NH:35][CH2:36][CH2:37][CH3:38])([OH:33])[CH2:14][NH:15][C:16]1[CH:24]=[C:23]([CH3:25])[CH:22]=[C:21]2[C:17]=1[CH:18]=[N:19][N:20]2[C:26]1[CH:31]=[CH:30][C:29]([F:32])=[CH:28][CH:27]=1>>[Cl:1][C:2]1[CH:10]=[CH:9][CH:8]=[CH:7][C:3]=1[C:4]([N:35]([CH2:36][CH2:37][CH3:38])[CH2:34][C:13]([CH2:14][NH:15][C:16]1[CH:24]=[C:23]([CH3:25])[CH:22]=[C:21]2[C:17]=1[CH:18]=[N:19][N:20]2[C:26]1[CH:27]=[CH:28][C:29]([F:32])=[CH:30][CH:31]=1)([OH:33])[C:12]([F:11])([F:40])[F:39])=[O:6]. Procedure: Prepared similarly to Example 1 from 2-chlorobenzoic acid and 1,1,1-trifluoro-3-{[1-(4-fluorophenyl)-6-methyl-1H-indazol-4-yl]amino}-2-[(propylamino)methyl]-2-propanol. The reactants are C(C)(C)(C)[C@H]1CC[C@H](CC1)NC1=NC=NC(=C1C(=O)OC)CC (4-(cis-4-tert-Butylcyclohexylamino)-6-ethyl-5-methoxycarbonylpyrimidine), C(C)C1=C(C(=NC=N1)N[C@@H]1CC[C@@H](CC1)[Si](C)(C)C)CO (6-Ethyl-5-hydroxymethyl-4-(cis-4-trimethylsilylcyclohexylamino)pyrimidine), C(C)N(CC)S(F)(F)F (diethylaminosulfur trifluoride). Product: C(C)(C)(C)[C@H]1CC[C@H](CC1)NC1=NC=NC(=C1CF)CC (4-(cis-4-tert-Butylcyclohexylamino)-6-ethyl-5-fluoromethylpyrimidine). RXN SMILES: [C:1]([C@@H:5]1[CH2:10][CH2:9][C@H:8]([NH:11][C:12]2[C:17]([C:18](OC)=O)=[C:16]([CH2:22][CH3:23])[N:15]=[CH:14][N:13]=2)[CH2:7][CH2:6]1)([CH3:4])([CH3:3])[CH3:2].C(C1N=CN=C(N[C@H]2CC[C@@H]([Si](C)(C)C)CC2)C=1CO)C.C(N(S(F)(F)[F:51])CC)C>>[C:1]([C@@H:5]1[CH2:10][CH2:9][C@H:8]([NH:11][C:12]2[C:17]([CH2:18][F:51])=[C:16]([CH2:22][CH3:23])[N:15]=[CH:14][N:13]=2)[CH2:7][CH2:6]1)([CH3:4])([CH3:3])[CH3:2]. Reported procedure: This compound can be prepared starting from 5-carbomethoxy-4-(cis-4-tert-butylcyclohexylamino)-6-ethylpyrimidine (Example 5) by reduction to the 5-hydroxymethyl compound (in analogy to Example 37) and fluorination with diethylaminosulfur trifluoride (DAST). Reactants: COc1ccc(CNc2nc(-c3ccco3)c3sccc3n2)cc1OC, O=C(O)C(F)(F)F, [Na+], O=C([O-])O. Product: Nc1nc(-c2ccco2)c2sccc2n1. RXN SMILES: [CH3:1][O:2][c:3]1[cH:4][c:5]([CH2:26][NH:7][c:8]2[n:9][c:10](-[c:17]3[o:18][cH:19][cH:20][cH:21]3)[c:11]3[c:12]([n:13]2)[cH:14][cH:15][s:16]3)[cH:6][cH:22][c:23]1[O:24][CH3:25].[F:32][C:33]([F:34])([F:35])[C:36]([OH:37])=[O:38].[Na+:31].[O-:27][C:28]([OH:29])=[O:30]>>[NH2:7][c:8]1[n:9][c:10](-[c:17]2[o:18][cH:19][cH:20][cH:21]2)[c:11]2[c:12]([n:13]1)[cH:14][cH:15][s:16]2. Starting materials: CC1C(NC(N1)=O)=O (5-methylimidazolidine-2,4-dione), CI (methyl iodide). Product: CN1C(NC(C1=O)C)=O (3,5-dimethylimidazolidine-2,4-dione). As a reaction SMILES: [CH3:1][CH:2]1[NH:6][C:5](=[O:7])[NH:4][C:3]1=[O:8].[CH3:9]I>>[CH3:9][N:4]1[C:3](=[O:8])[CH:2]([CH3:1])[NH:6][C:5]1=[O:7]. Procedure: Using 5-methylimidazolidine-2,4-dione (1.00 g) and methyl iodide (0.57 mL) and by the reaction and treatment in the same manner as in Preparation Example 214, the title compound (1.66 g, containing DMF) was obtained. The reactants are FC1=CC=C(C=C1)N1N=CC2=C1C=NC=C2C(=O)NC2(CC2)C=2C=C(C(=O)O)C=CC2 (3-(1-{[1-(4-fluoro-phenyl)-1H-pyrazolo[3,4-c]pyridine-4-carbonyl]-amino}-cyclopropyl)-benzoic acid), NCC(=O)OC.Cl (Gly-OMe.HCl), C(C)(C)N(C(C)C)CC (N,N-diisopropylethylamine), CN(C)C(=[N+](C)C)ON1C2=C(C=CC=C2)N=N1.[B-](F)(F)(F)F (TBTU). Solvent: CN(C)C=O (DMF). Run at time 4 hour. Product: COC(CNC(C1=CC(=CC=C1)C1(CC1)NC(=O)C=1C2=C(C=NC1)N(N=C2)C2=CC=C(C=C2)F)=O)=O ([3-(1-{[1-(4-fluoro-phenyl)-1H-pyrazolo[3,4-c]pyridine-4-carbonyl]-amino}-cyclopropyl)-benzoylamino]-acetic acid methyl ester). As a reaction SMILES: [F:1][C:2]1[CH:7]=[CH:6][C:5]([N:8]2[C:12]3[CH:13]=[N:14][CH:15]=[C:16]([C:17]([NH:19][C:20]4([C:23]5[CH:24]=[C:25]([CH:29]=[CH:30][CH:31]=5)[C:26]([OH:28])=O)[CH2:22][CH2:21]4)=[O:18])[C:11]=3[CH:10]=[N:9]2)=[CH:4][CH:3]=1.[NH2:32][CH2:33][C:34]([O:36][CH3:37])=[O:35].Cl.C(N(CC)C(C)C)(C)C.CN(C(ON1N=NC2C=CC=CC1=2)=[N+](C)C)C.[B-](F)(F)(F)F>CN(C=O)C>[CH3:37][O:36][C:34](=[O:35])[CH2:33][NH:32][C:26](=[O:28])[C:25]1[CH:29]=[CH:30][CH:31]=[C:23]([C:20]2([NH:19][C:17]([C:16]3[C:11]4[CH:10]=[N:9][N:8]([C:5]5[CH:6]=[CH:7][C:2]([F:1])=[CH:3][CH:4]=5)[C:12]=4[CH:13]=[N:14][CH:15]=3)=[O:18])[CH2:22][CH2:21]2)[CH:24]=1 |f:1.2,4.5|. Procedure details: To a solution of 3-(1-{[1-(4-fluoro-phenyl)-1H-pyrazolo[3,4-c]pyridine-4-carbonyl]-amino}-cyclopropyl)-benzoic acid (0.200 g, 0.480 mmol), Gly-OMe.HCl (68.1 mg, 0.543 mmol) and N,N-diisopropylethylamine (426 μL, 2.40 mmol) in DMF (4.5 mL) is added TBTU (192 mg, 0.600 mmol). After 4 hours, the mixture is concentrated in vacuo. The residue is dissolved in ethyl acetate (100 mL) and washed with 2N sodium hydroxide (3×50 mL), saturated aqueous ammonium chloride (2×50 mL), saturated aqueous sodium bi...